Dataset: the Open Reaction Database (ORD), a public repository of structured organic reaction records. Task: describe an organic reaction: reactants, conditions, products, and yield The reactants are CCCCO, COC(=O)Cc1ccno1, NN, O. Product: NNC(=O)Cc1ccno1. RXN SMILES: [CH2:14]([OH:15])[CH2:16][CH2:17][CH3:18].[CH3:1][O:2][C:3]([CH2:4][c:5]1[cH:6][cH:7][n:8][o:9]1)=[O:10].[NH2:12][NH2:13].[OH2:11]>>[O:2]=[C:3]([CH2:4][c:5]1[cH:6][cH:7][n:8][o:9]1)[NH:12][NH2:13]. The reactants are CN(C1=CC=CC=C1)C (N,N-dimethylaniline), FC(CN)(C(F)(F)F)F (2,2,3,3,3-Pentafluoropropylamine), BrCC(=O)Br (bromoacetyl bromide). Solvent: C(C)(=O)OCC (ethyl acetate). Run at temperature -10 celsius, time 2 hour. Product: BrCC(=O)NCC(C(F)(F)F)(F)F (2-bromo-N-(2,2,3,3,3-pentafluoropropyl)acetamide). The yield is 101.4%. RXN SMILES: [F:1][C:2]([F:9])([C:5]([F:8])([F:7])[F:6])[CH2:3][NH2:4].CN(C)C1C=CC=CC=1.[Br:19][CH2:20][C:21](Br)=[O:22]>C(OCC)(=O)C>[Br:19][CH2:20][C:21]([NH:4][CH2:3][C:2]([F:9])([F:1])[C:5]([F:8])([F:7])[F:6])=[O:22]. Reported procedure: 2,2,3,3,3-Pentafluoropropylamine (produced by Synquest) (389 g) was dissolved in ethyl acetate (1.56 L), and N,N-dimethylaniline (316 g) was added thereto. After cooling the mixture to −10° C., bromoacetyl bromide (500 g) was added dropwise thereto, and the resulting mixture was stirred at a temperature between 10° C. and 0° C. for 2 hours. The organic layer was sequentially washed with aqueous hydrochloric acid, aqueous sodium bicarbonate and with brine, and dried over anhydrous magnesium sulfa... Starting materials: BrBr (bromine), OC=1N2N=CN=C2N=C(C1)C (4-hydroxy-6-methyl-1,3,3a,7-tetraazaindene), O (water). Solvent: C(C)(=O)O (acetic acid), C(C)(=O)O (acetic acid). Conditions: time 2 hour. Product: BrC1=C(N2N=CN=C2N=C1C)O (5-Bromo-4-hydroxy-6-methyl-1,3,3a,7-tetraazaindene). Yield: 83.0%. Reaction SMILES: [OH:1][C:2]1[N:3]2[C:7]([N:8]=[C:9]([CH3:11])[CH:10]=1)=[N:6][CH:5]=[N:4]2.[Br:12]Br.O>C(O)(=O)C>[Br:12][C:10]1[C:9]([CH3:11])=[N:8][C:7]2[N:3]([N:4]=[CH:5][N:6]=2)[C:2]=1[OH:1]. Procedure details: A suspension of 4-hydroxy-6-methyl-1,3,3a,7-tetraazaindene (15.0 g, 0.1 mol) in acetic acid (100 ml) was treated dropwise at 20° C. with a solution of bromine (16.172 g, 0.102 mol) in acetic acid (20 ml). As the reaction progressed, the suspended crystals dissolved and new crystals of brominated product were formed. After about 2 hours, the reaction mixture was poured into water (250 ml) and crystals were collected by filtration. The crude product was purified by first converting into its sodium... Starting materials: O=[N+]([O-])c1ccn(CCCO)n1, NN, C1CCOC1. The product is Nc1ccn(CCCO)n1. As a reaction SMILES: [N+:1]([O-:2])(=[O:3])[c:4]1[n:5][n:6]([CH2:9][CH2:10][CH2:11][OH:12])[cH:7][cH:8]1.[NH2:18][NH2:19].[O:13]1[CH2:14][CH2:15][CH2:16][CH2:17]1>>[NH2:1][c:4]1[n:5][n:6]([CH2:9][CH2:10][CH2:11][OH:12])[cH:7][cH:8]1. Yields the product C(C)(C)(C)OC(=O)N1CCN(CC1)C1=NC(=CN=C1)OCC=1SC=C(N1)C (6′-(4-Methyl-thiazol-2-ylmethoxy)-2,3,5,6-tetrahydro-[1,2′]bipyrazinyl-4-carboxylic acid tert-butyl ester), oil. The yield is 96.0%. The reactants are CC=1SC=C(N1)CO ((2-Methyl-thiazol-4-yl)-methanol), C(C)(C)(C)OC(=O)N1CCN(CC1)C1=NC(=CN=C1)Cl (6′-chloro-2,3,5,6-tetrahydro-[1,2′]-bipyrazinyl-4-carboxylic acid tert-butyl ester), [OH-].[K+] (KOH), C1COCCOCCOCCOCCOCCO1 (18-crown-6). Solvent: C1(=CC=CC=C1)C (toluene). RXN SMILES: [CH3:1][C:2]1[S:3][CH:4]=[C:5]([CH2:7]O)[N:6]=1.[C:9]([O:13][C:14]([N:16]1[CH2:21][CH2:20][N:19]([C:22]2[CH:27]=[N:26][CH:25]=[C:24](Cl)[N:23]=2)[CH2:18][CH2:17]1)=[O:15])([CH3:12])([CH3:11])[CH3:10].[OH-].[K+].C1OCCOCCOCCOCCOCC[O:33]C1>C1(C)C=CC=CC=1>[C:9]([O:13][C:14]([N:16]1[CH2:21][CH2:20][N:19]([C:22]2[CH:27]=[N:26][CH:25]=[C:24]([O:33][CH2:1][C:2]3[S:3][CH:4]=[C:5]([CH3:7])[N:6]=3)[N:23]=2)[CH2:18][CH2:17]1)=[O:15])([CH3:12])([CH3:11])[CH3:10] |f:2.3|. Reported procedure: (2-Methyl-thiazol-4-yl)-methanol I-3t (155 mg, 1.2 mmol) was dissolved in dry toluene (5 mL) under dry nitrogen and 6′-chloro-2,3,5,6-tetrahydro-[1,2′]-bipyrazinyl-4-carboxylic acid tert-butyl ester (I-1a) (299 mg, 1.00 mmol), powdered KOH (191 mg, 3.4 mmol), and 18-crown-6 (13.2 mg, 50 μmol) were added with stirring. The mixture was heated at reflux with vigorous stirring. The mixture was stirred at reflux for 3 h then cooled to room temperature. The toluene was removed in vacuo. The residue wa... Starting materials: ClC1=C(C=CC=C1)C(C)=O (o-chloroacetophenone), CC(C)([O-])C.[Na+] (sodium t-butoxide). Reagents/catalysts: C1=CC=CC=C1.C1=CC=CC=C1.Cl[Ru]Cl.Cl[Ru]Cl (Benzeneruthenium(II) chloride dimer). The solvent is CO (methanol), CO (methanol), CO (methanol). Run at temperature 65 celsius, time 2 hour. Product: ClC1=C(C=CC=C1)C(C)O (1-(o-chlorophenyl)ethanol). Reaction SMILES: [Cl:1][C:2]1[CH:7]=[CH:6][CH:5]=[CH:4][C:3]=1[C:8](=[O:10])[CH3:9].CC(C)([O-])C.[Na+]>CO.C1C=CC=CC=1.C1C=CC=CC=1.Cl[Ru]Cl.Cl[Ru]Cl>[Cl:1][C:2]1[CH:7]=[CH:6][CH:5]=[CH:4][C:3]=1[CH:8]([OH:10])[CH3:9] |f:1.2,4.5.6.7|. Procedure: Benzeneruthenium(II) chloride dimer (0.5 mg, 1 μmol, 0.25 mol %) and a chiral ligand (M=Ru, R=t-Bu, Ar=C6H5—, 2.6 μmol, 0.33 mol %) were dissolved in methanol (3 mL) under nitrogen atmosphere, and then heated and stirred for 2 h at 65° C. After the mixture was cooled to room temperature, o-chloroacetophenone (0.8 mmol), methanol (2 mL) and a solution of sodium t-butoxide in methanol (0.4 mL, 0.2 M) were added thereto. Thereafter, the reaction system was placed in an autoclave, and stirred for 6 ... Yields the product C(C)(=O)C1=CC=C(O1)CN1N=C(C=C1)NC(\C=C\C1=CC(=CC=C1)Cl)=O ((E)-N-[1-(5-Acetyl-furan-2-ylmethyl)-1H-pyrazol-3-yl]-3-(3-chloro-phenyl)-acrylamide). As a reaction SMILES: [CH3:1][C:2]1([C:7]2[O:11][C:10]([CH2:12][N:13]3[CH:17]=[CH:16][C:15]([NH2:18])=[N:14]3)=[CH:9][CH:8]=2)[O:6]CCO1.[Cl:19][C:20]1[CH:21]=[C:22](/[CH:26]=[CH:27]/[C:28](O)=[O:29])[CH:23]=[CH:24][CH:25]=1>>[C:2]([C:7]1[O:11][C:10]([CH2:12][N:13]2[CH:17]=[CH:16][C:15]([NH:18][C:28](=[O:29])/[CH:27]=[CH:26]/[C:22]3[CH:23]=[CH:24][CH:25]=[C:20]([Cl:19])[CH:21]=3)=[N:14]2)=[CH:9][CH:8]=1)(=[O:6])[CH3:1]. Procedure: Following general procedure B followed by either C or D, starting from 1-[5-(2-methyl-[1,3]dioxolan-2-yl)-furan-2-ylmethyl]-1H-pyrazol-3-ylamine and (E)-3-(3-chloro-phenyl)-acrylic acid. Reactants: CC1(OCCO1)C1=CC=C(O1)CN1N=C(C=C1)N (1-[5-(2-methyl-[1,3]dioxolan-2-yl)-furan-2-ylmethyl]-1H-pyrazol-3-ylamine), ClC=1C=C(C=CC1)/C=C/C(=O)O ((E)-3-(3-chloro-phenyl)-acrylic acid). The reactants are BrC1=C2C(=NC=C1)N(C=C2I)C (4-bromo-3-iodo-1-methyl-1H-pyrrolo[2,3-b]pyridine), C(C)#N (ACN), CN1C(CC2=CC=C(C=C12)B1OC(C(O1)(C)C)(C)C)C (1,2-dimethyl-6-(4,4,5,5-tetramethyl-1,3,2-dioxaborolan-2-yl)indoline), C([O-])([O-])=O.[Na+].[Na+] (sodium carbonate). The reagents and catalysts are [Pd](Cl)Cl.C1(=CC=CC=C1)P(C1=CC=CC=C1)C1=CC=CC=C1.C1(=CC=CC=C1)P(C1=CC=CC=C1)C1=CC=CC=C1 (bis(triphenylphosphine) palladium(II) chloride). The solvent is CN(C)C=O (DMF), C(Cl)Cl (DCM). Reaction conditions: temperature 70 celsius, time 30 minute. Product: BrC1=C2C(=NC=C1)N(C=C2C2=CC=C1CC(N(C1=C2)C)C)C (4-bromo-3-(1,2-dimethylindolin-6-yl)-1-methyl-1H-pyrrolo[2,3-b]pyridine). The yield is 46.8%. As a reaction SMILES: [Br:1][C:2]1[CH:7]=[CH:6][N:5]=[C:4]2[N:8]([CH3:12])[CH:9]=[C:10](I)[C:3]=12.[CH3:13][N:14]1[C:22]2[C:17](=[CH:18][CH:19]=[C:20](B3OC(C)(C)C(C)(C)O3)[CH:21]=2)[CH2:16][CH:15]1[CH3:32].C(=O)([O-])[O-].[Na+].[Na+].C(#N)C>CN(C=O)C.[Pd](Cl)Cl.C1(P(C2C=CC=CC=2)C2C=CC=CC=2)C=CC=CC=1.C1(P(C2C=CC=CC=2)C2C=CC=CC=2)C=CC=CC=1.C(Cl)Cl>[Br:1][C:2]1[CH:7]=[CH:6][N:5]=[C:4]2[N:8]([CH3:12])[CH:9]=[C:10]([C:20]3[CH:21]=[C:22]4[C:17]([CH2:16][CH:15]([CH3:32])[N:14]4[CH3:13])=[CH:18][CH:19]=3)[C:3]=12 |f:2.3.4,7.8.9|. Procedure details: 4-Bromo-3-iodo-1-methyl-1H-pyrrolo[2,3-b]pyridine (D7) (1.1 g, 3.26 mmol), 1,2-dimethyl-6-(4,4,5,5-tetramethyl-1,3,2-dioxaborolan-2-yl)indoline (970 mg, 3.55 mmol), bis(triphenylphosphine) palladium(II) chloride (0.229 g, 0.326 mmol) and 2M sodium carbonate aqueous solution (16.32 mL, 32.6 mmol) were suspended in DMF (10 mL), ACN (10 mL) and DCM (5 mL). This was degassed under nitrogen for 10 mins before being heated to 70° C. and left stirring at this temperature for 30 mins. The reaction mixtu... Reactants: C(C)(C)(C)OC(=O)N1CCC(CC1)N1N=CC=2C1=NC=NC2Cl (4-(4-chloro-pyrazolo[3,4-d]pyrimidin-1-yl)-piperidine-1-carboxylic acid tert-butyl ester), C(C)(C)(C)OC(=O)N1CCC(CC1)N1N=CC=2C1=NC=NC2Cl (4-(4-chloro-pyrazolo[3,4-d]pyrimidin-1-yl)-piperidine-1-carboxylic acid tert-butyl ester), OC=1C(=NC=CC1)C (3-hydroxy-2-methylpyridine), C([O-])([O-])=O.[K+].[K+] (potassium carbonate). Run in CN(C=O)C (dimethylformamide). Reaction conditions: temperature 100 celsius. The product is C(C)(C)(C)OC(=O)N1CCC(CC1)N1N=CC=2C1=NC=NC2OC=2C(=NC=CC2)C (4-[4-(2-methyl-pyridin-3-yloxy)-pyrazolo[3,4-d]pyrimidin-1-yl]-piperidine-1-carboxylic acid tert-butyl ester). Yield: 88.7%. Reaction SMILES: [C:1]([O:5][C:6]([N:8]1[CH2:13][CH2:12][CH:11]([N:14]2[C:18]3=[N:19][CH:20]=[N:21][C:22](Cl)=[C:17]3[CH:16]=[N:15]2)[CH2:10][CH2:9]1)=[O:7])([CH3:4])([CH3:3])[CH3:2].[OH:24][C:25]1[C:26]([CH3:31])=[N:27][CH:28]=[CH:29][CH:30]=1.C(=O)([O-])[O-].[K+].[K+]>CN(C)C=O>[C:1]([O:5][C:6]([N:8]1[CH2:13][CH2:12][CH:11]([N:14]2[C:18]3=[N:19][CH:20]=[N:21][C:22]([O:24][C:25]4[C:26]([CH3:31])=[N:27][CH:28]=[CH:29][CH:30]=4)=[C:17]3[CH:16]=[N:15]2)[CH2:10][CH2:9]1)=[O:7])([CH3:4])([CH3:3])[CH3:2] |f:2.3.4|. Procedure details: A mixture of 4-(4-chloro-pyrazolo[3,4-d]pyrimidin-1-yl)-piperidine-1-carboxylic acid tert-butyl ester (Intermediate 19; 3.00 g, 8.9 mmol), 3-hydroxy-2-methylpyridine (Aldrich Chemical Company, Inc., Milwaukee, Wis., USA 1.26 g, 12 mmol), and potassium carbonate (1.59 g, 11.5 mmol) in dimethylformamide (30 mL) was heated at 100° C. overnight. The solvent was evaporated under high vacuum. Water (50 mL) and dichloromethane (50 mL) were added. The layers were separated and the organic layer was wash... The reactants are O (water), C(#N)CC=1C=C(C(=O)OC)C=CC1 (methyl 3-(cyanomethyl)benzoate), FC(C(=O)O)(F)F (trifluoroacetic acid), [BH4-].[Na+] (sodium borohydride). Product: NCCC=1C=C(C(=O)OC)C=CC1 (methyl 3-(2-aminoethyl)benzoate). Conditions: temperature 22 celsius, time 16 hour. As a reaction SMILES: [C:1]([CH2:3][C:4]1[CH:5]=[C:6]([CH:11]=[CH:12][CH:13]=1)[C:7]([O:9][CH3:10])=[O:8])#[N:2].[BH4-].[Na+].FC(F)(F)C(O)=O.O>C1COCC1>[NH2:2][CH2:1][CH2:3][C:4]1[CH:5]=[C:6]([CH:11]=[CH:12][CH:13]=1)[C:7]([O:9][CH3:10])=[O:8] |f:1.2|. Reported procedure: To a solution of 1.31 g (7.48 mmol) of methyl 3-(cyanomethyl)benzoate in 31 mL of THF stirred at −10° C. was slowly added 710 mg (18.7 mmol) of sodium borohydride followed by 1.44 mL (18.7 mmol) of trifluoroacetic acid. The mixture was warmed to 22° C. and stirred for about 16 h. About 100 mL of water was carefully added to the mixture (gas evolution). The mixture was extracted with ethyl acetate (5×50 mL). The organic phase was washed with brine, dried (Na2SO4), filtered and evaporated to give ... Solvent: C1CCOC1 (THF).